From a dataset of the Open Reaction Database (ORD), a public repository of structured organic reaction records. describe an organic reaction: reactants, conditions, products, and yield Starting materials: C(C(C)(C)C)(=O)OCCCCBr (4-Bromobutyl pivalate), NC(=S)N (thiourea). The solvent is C(C)O (ethanol). Yields the product Br.C(C(C)(C)C)(=O)OCCCCSC(N)=N (4-(Carbamimidoylthio)butyl pivalate, hydrobromide). Yield: 95.0%. Reaction SMILES: [C:1]([O:7][CH2:8][CH2:9][CH2:10][CH2:11][Br:12])(=[O:6])[C:2]([CH3:5])([CH3:4])[CH3:3].[NH2:13][C:14]([NH2:16])=[S:15]>C(O)C>[BrH:12].[C:1]([O:7][CH2:8][CH2:9][CH2:10][CH2:11][S:15][C:14](=[NH:13])[NH2:16])(=[O:6])[C:2]([CH3:5])([CH3:4])[CH3:3] |f:3.4|. Reported procedure: 4-Bromobutyl pivalate (0.71 mol) and thiourea (0.78 mol) were dissolved in ethanol (330 ml) and the resulting mixture was refluxed for 1 h. The solvent was removed under vacuum. The resulting residue was used in the next step without further purification. Yield: 210 g (95% yield).